Dataset: the Open Reaction Database (ORD), a public repository of structured organic reaction records. Task: describe an organic reaction: reactants, conditions, products, and yield Reactants: N#CCCCC=Cc1nccc(NC(N)=NCC(F)(F)F)n1, [Na+], [Na+], O=C([O-])[O-], O=S(=O)(O)O. The product is NC(=O)CCCC=Cc1nccc(NC(N)=NCC(F)(F)F)n1. Reaction SMILES: [F:1][C:2]([CH2:3][N:4]=[C:5]([NH:6][c:7]1[n:8][c:9]([CH:13]=[CH:14][CH2:15][CH2:16][CH2:17][C:18]#[N:19])[n:10][cH:11][cH:12]1)[NH2:20])([F:21])[F:22].[Na+:23].[Na+:24].[O-:25][C:26](=[O:27])[O-:28].[S:29](=[O:30])(=[O:31])([OH:32])[OH:33]>>[F:1][C:2]([CH2:3][N:4]=[C:5]([NH:6][c:7]1[n:8][c:9]([CH:13]=[CH:14][CH2:15][CH2:16][CH2:17][C:18]([NH2:19])=[O:25])[n:10][cH:11][cH:12]1)[NH2:20])([F:21])[F:22]. The yield is 86.7%. The reactants are FC1=C(N)C=C(C(=C1)I)F (2,5-difluoro-4-iodoaniline), CS(=O)(=O)Cl (methanesulfonyl chloride), N1=CC=CC=C1 (pyridine). Procedure: To a solution of 2,5-difluoro-4-iodoaniline (5.3 g, 19.4 mmol, Can. J. Chem., 2000(78), 1081-1088) in DCM (50 ml) was added methanesulfonyl chloride (1.65 ml, 21.3 mmol) and pyridine (4.7 ml, 58.2 mmol) at 0° C. The mixture was stirred for 24 hours at room temperature. The mixture was partitioned between EtOAc and 2 M HCl aqueous solution. The organic layer was separated and washed with 2 M aqueous HCl solution and brine, dried over sodium sulfate and concentrated in vacuo. The crude product was... RXN SMILES: [F:1][C:2]1[CH:8]=[C:7]([I:9])[C:6]([F:10])=[CH:5][C:3]=1[NH2:4].[CH3:11][S:12](Cl)(=[O:14])=[O:13].N1C=CC=CC=1>C(Cl)Cl>[F:1][C:2]1[CH:8]=[C:7]([I:9])[C:6]([F:10])=[CH:5][C:3]=1[NH:4][S:12]([CH3:11])(=[O:14])=[O:13]. The product is FC1=C(C=C(C(=C1)I)F)NS(=O)(=O)C (N-(2,5-Difluoro-4-iodophenyl)methanesulfonamide). Solvent: C(Cl)Cl (DCM). Conditions: time 24 hour. Starting materials: OC=1C=C(C=CC1)C(C)=O (1-(3-hydroxyphenyl)ethanone), O[C@@H](CN1CCC(CC1)C=1C=C(C=CC1)NC(C(C)C)=O)C1=CC=CC=C1 (N-(3-{1-[(2R)-2-hydroxy-2-phenylethyl]-4-piperidinyl}phenyl)-2-methylpropanamide). Yields the product C(C)(=O)C=1C=C(O[C@H](CN2CCC(CC2)C=2C=C(C=CC2)NC(C(C)C)=O)C2=CC=CC=C2)C=CC1 (N-(3-{1-[(2S)-2-(3-ACETYLPHENOXY)-2-PHENYLETHYL]-4-PIPERIDINYL}PHENYL)-2-METHYLPROPANAMIDE). RXN SMILES: [OH:1][C:2]1[CH:3]=[C:4]([C:8](=[O:10])[CH3:9])[CH:5]=[CH:6][CH:7]=1.O[C@H:12]([C:32]1[CH:37]=[CH:36][CH:35]=[CH:34][CH:33]=1)[CH2:13][N:14]1[CH2:19][CH2:18][CH:17]([C:20]2[CH:21]=[C:22]([NH:26][C:27](=[O:31])[CH:28]([CH3:30])[CH3:29])[CH:23]=[CH:24][CH:25]=2)[CH2:16][CH2:15]1>>[C:8]([C:4]1[CH:3]=[C:2]([CH:7]=[CH:6][CH:5]=1)[O:1][C@@H:12]([C:32]1[CH:37]=[CH:36][CH:35]=[CH:34][CH:33]=1)[CH2:13][N:14]1[CH2:19][CH2:18][CH:17]([C:20]2[CH:21]=[C:22]([NH:26][C:27](=[O:31])[CH:28]([CH3:30])[CH3:29])[CH:23]=[CH:24][CH:25]=2)[CH2:16][CH2:15]1)(=[O:10])[CH3:9]. Procedure details: Prepared by Procedure B and Scheme B1 using 1-(3-hydroxyphenyl)ethanone and N-(3-{1-[(2R)-2-hydroxy-2-phenylethyl]-4-piperidinyl}phenyl)-2-methylpropanamide: ESMS m/e: 485.0 (M+H)+. The reactants are CO, COC(=O)c1ccc(C=CCN2CCOCC2)cc1. Yields the product COC(=O)c1ccc(CCCN2CCOCC2)cc1. RXN SMILES: [CH3:20][OH:21].[O:1]1[CH2:2][CH2:3][N:4]([CH2:7][CH:8]=[CH:9][c:10]2[cH:11][cH:12][c:13]([C:14](=[O:15])[O:16][CH3:17])[cH:18][cH:19]2)[CH2:5][CH2:6]1>>[O:1]1[CH2:2][CH2:3][N:4]([CH2:7][CH2:8][CH2:9][c:10]2[cH:11][cH:12][c:13]([C:14](=[O:15])[O:16][CH3:17])[cH:18][cH:19]2)[CH2:5][CH2:6]1.